This data is from the Open Reaction Database (ORD), a public repository of structured organic reaction records. The task is: describe an organic reaction: reactants, conditions, products, and yield Starting materials: O (water), C[C@]12CC[C@@H]3C=4C=CC(=CC4CC[C@H]3[C@@H]1CCC2=O)O (estrone), C(C1=CC=CC=C1)Br (benzyl bromine), [H-].[Na+] (NaH). Run in CN(C)C=O (DMF). Reaction conditions: temperature 80 celsius. Product: C(C1=CC=CC=C1)OC=1C=CC=2C3CCC4(C(CCC4C3CCC2C1)=O)C (3-Benzyloxy-13-methyl-6,7,8,9,11,12,13,14,15,16-decahydro-cyclopenta[a]phenanthren-17-one). Reaction SMILES: [CH3:1][C@@:2]12[C:18](=[O:19])[CH2:17][CH2:16][C@H:15]1[C@H:14]1[C@@H:5]([C:6]3[CH:7]=[CH:8][C:9]([OH:20])=[CH:10][C:11]=3[CH2:12][CH2:13]1)[CH2:4][CH2:3]2.[H-].[Na+].[CH2:23](Br)[C:24]1[CH:29]=[CH:28][CH:27]=[CH:26][CH:25]=1.O>CN(C=O)C>[CH2:23]([O:20][C:9]1[CH:8]=[CH:7][C:6]2[CH:5]3[CH:14]([CH2:13][CH2:12][C:11]=2[CH:10]=1)[CH:15]1[C:2]([CH3:1])([C:18](=[O:19])[CH2:17][CH2:16]1)[CH2:3][CH2:4]3)[C:24]1[CH:29]=[CH:28][CH:27]=[CH:26][CH:25]=1 |f:1.2|. Procedure: A solution of 15 g (55 mmol) of estrone in DMF (110 mL) was cooled to 0° C. and 2.44 g (61 mmol) of NaH (60% in oil) were added slowly. The mixture was stirred at 0° C. under N2 for 1 h before addition of 13.2 mL (111 mmol) of benzyl bromine dropwise at 0° C. The reaction was then heated to 80° C. for 4 h. After cooling, the mixture was poured into water. The suspension was extracted by diethyl ether (5 times). The mixed organic layer were washed with 2N HCl (3 times) and brine, dried over Na2SO... Starting materials: CN1CCNCC1 (N-methylpiperazine), COC(=O)C1CCC(N1CC#C)=O (5-methoxycarbonyl-1-(2-propynyl)-2-pyrrolidinone), C=O (paraformaldehyde), cuprous chloride, N1C(CCC1)=O (pyrrolidinone), CN1CCNCC1 (N-methylpiperazine). Solvent: O1CCOCC1 (dioxane), CO (methanol). Conditions: time 30 minute. The product is COC(=O)C1CCC(N1CC#CCN1CCN(CC1)C)=O (5-Methoxycarbonyl-1-[4-(4-methyl-1-piperazinyl)-2-butynyl]-2-pyrrolidinone). As a reaction SMILES: [CH3:1][N:2]1[CH2:7][CH2:6][NH:5][CH2:4][CH2:3]1.[CH3:8][O:9][C:10]([CH:12]1[N:16]([CH2:17][C:18]#[CH:19])[C:15](=[O:20])[CH2:14][CH2:13]1)=[O:11].C=O.N1CCC[C:24]1=O>CO.O1CCOCC1>[CH3:8][O:9][C:10]([CH:12]1[N:16]([CH2:17][C:18]#[C:19][CH2:1][N:2]2[CH2:7][CH2:6][N:5]([CH3:24])[CH2:4][CH2:3]2)[C:15](=[O:20])[CH2:14][CH2:13]1)=[O:11]. Reported procedure: A stirred mixture of N-methylpiperazine (7.0 g), 5-methoxycarbonyl-1-(2-propynyl)-2-pyrrolidinone (12.86 g), paraformaldehyde (2.8 g), cuprous chloride (0.3 g) and anhydrous dioxane (50 ml) was held for 30 min at 58° C. Thin layer chromatographic analysis (silica gel, methanol) indicated the presence of the starting pyrrolidinone. The mixture was treated with a little N-methylpiperazine and heated to 80° for one hour. The mixture was decanted into water (300 ml), acidified with 5% hydrochloric a... Starting materials: ClC1=NC=NC2=CC=C(C=C12)C1=CC=C(C=C1)F (4-chloro-6-(4-fluorophenyl)-quinazoline), C(CC(C)C)N (isopentylamine). The product is C(CC(C)C)NC1=NC=NC2=CC=C(C=C12)C1=CC=C(C=C1)F (4-(N-isopentylamino)-6-(4-fluorophenyl)-quinazoline). Isolated yield 75.0%. As a reaction SMILES: Cl[C:2]1[C:11]2[C:6](=[CH:7][CH:8]=[C:9]([C:12]3[CH:17]=[CH:16][C:15]([F:18])=[CH:14][CH:13]=3)[CH:10]=2)[N:5]=[CH:4][N:3]=1.[CH2:19]([NH2:24])[CH2:20][CH:21]([CH3:23])[CH3:22]>>[CH2:19]([NH:24][C:2]1[C:11]2[C:6](=[CH:7][CH:8]=[C:9]([C:12]3[CH:17]=[CH:16][C:15]([F:18])=[CH:14][CH:13]=3)[CH:10]=2)[N:5]=[CH:4][N:3]=1)[CH2:20][CH:21]([CH3:23])[CH3:22]. Procedure details: This compound was synthesized from 4-chloro-6-(4-fluorophenyl)-quinazoline and isopentylamine in 75% yield using the procedure described for example 37, and was characterized by its mass spectrum as follows: MS (m/z): 310 ([M+H]+, 100).